From a dataset of the Open Reaction Database (ORD), a public repository of structured organic reaction records. describe an organic reaction: reactants, conditions, products, and yield Starting materials: ClC=1C=C(C(=O)NCC(=O)C2=COC=C2)C=CC1Cl (N-(3,4-dichlorobenzoyl)-(3-furylcarbonyl)methylamine), [H-].[Na+] (sodium hydride), BrCC(=O)OCC (ethyl bromoacetate). The product is ClC=1C=C(C(=O)NC(CC(=O)OCC)C(=O)C2=COC=C2)C=CC1Cl (ethyl 3-(3,4-dichlorobenzoylamino)-3-(3-furylcarbonyl)propionate). Yield: 91.9%. Reaction SMILES: [Cl:1][C:2]1[CH:3]=[C:4]([CH:16]=[CH:17][C:18]=1[Cl:19])[C:5]([NH:7][CH2:8][C:9]([C:11]1[CH:15]=[CH:14][O:13][CH:12]=1)=[O:10])=[O:6].[H-].[Na+].Br[CH2:23][C:24]([O:26][CH2:27][CH3:28])=[O:25]>>[Cl:1][C:2]1[CH:3]=[C:4]([CH:16]=[CH:17][C:18]=1[Cl:19])[C:5]([NH:7][CH:8]([C:9]([C:11]1[CH:15]=[CH:14][O:13][CH:12]=1)=[O:10])[CH2:23][C:24]([O:26][CH2:27][CH3:28])=[O:25])=[O:6] |f:1.2|. Procedure: 7.6 g of N-(3,4-dichlorobenzoyl)-(3-furylcarbonyl)methylamine, 1.2 g of 61% sodium hydride and 4.7 g of ethyl bromoacetate are treated in the same manner as described in Preparation 1-(2). 9.0 g of ethyl 3-(3,4-dichlorobenzoylamino)-3-(3-furylcarbonyl)propionate are thereby obtained. Yield: 91.9% RXN SMILES: [CH2:1]([c:2]1[cH:3][cH:4][cH:5][cH:6][cH:7]1)[O:8][c:9]1[cH:10][c:11]([C:24]([CH2:25][CH2:26][CH2:27][CH2:28][CH2:29][CH3:30])([CH3:31])[CH3:32])[cH:12][c:13]2[c:14]1[CH:15]([C:21](=[O:22])[OH:23])[CH2:16][C:17]([CH3:19])([CH3:20])[O:18]2.[CH3:33][CH2:34][O:35][C:36](=[O:37])[CH3:38]>>[OH:8][c:9]1[cH:10][c:11]([C:24]([CH2:25][CH2:26][CH2:27][CH2:28][CH2:29][CH3:30])([CH3:31])[CH3:32])[cH:12][c:13]2[c:14]1[CH:15]([C:21](=[O:22])[OH:23])[CH2:16][C:17]([CH3:19])([CH3:20])[O:18]2. Product: CCCCCCC(C)(C)c1cc(O)c2c(c1)OC(C)(C)CC2C(=O)O. Starting materials: CCCCCCC(C)(C)c1cc(OCc2ccccc2)c2c(c1)OC(C)(C)CC2C(=O)O, CCOC(C)=O. The reactants are OC1=C(C=CC=C1OC)C1=CC=CC(=N1)C1=NC(=CC=C1)C1=C(C(=CC=C1)OC)O (6,6′-bis(2-hydroxy-3-methoxyphenyl)-2,2′-bipyridine), B(Br)(Br)Br (boron tribromide). Solvent: C(Cl)Cl (DCM). Reaction conditions: temperature 0 celsius, time 48 hour. Product: OC1=C(C=CC=C1O)C1=CC=CC(=N1)C1=NC(=CC=C1)C1=C(C(=CC=C1)O)O (6,6′-Bis(2,3-dihydroxyphenyl)-2,2′-bipyridine). Yield: 100.0%. Reaction SMILES: [OH:1][C:2]1[C:7]([O:8]C)=[CH:6][CH:5]=[CH:4][C:3]=1[C:10]1[N:15]=[C:14]([C:16]2[CH:21]=[CH:20][CH:19]=[C:18]([C:22]3[CH:27]=[CH:26][CH:25]=[C:24]([O:28]C)[C:23]=3[OH:30])[N:17]=2)[CH:13]=[CH:12][CH:11]=1.B(Br)(Br)Br>C(Cl)Cl>[OH:30][C:23]1[C:24]([OH:28])=[CH:25][CH:26]=[CH:27][C:22]=1[C:18]1[N:17]=[C:16]([C:14]2[CH:13]=[CH:12][CH:11]=[C:10]([C:3]3[CH:4]=[CH:5][CH:6]=[C:7]([OH:8])[C:2]=3[OH:1])[N:15]=2)[CH:21]=[CH:20][CH:19]=1. Procedure: To 6,6′-bis(2-hydroxy-3-methoxyphenyl)-2,2′-bipyridine (2.03 g, 50.8 mmol) dissolved in DCM (25 ml) was added boron tribromide (1M in DCM, 40.6 ml, 40.6 mmol) and the reaction stirred for 48 hours. The reaction was cooled to 0° C. and quenched by dropwise addition of methanol. The solvent was evaporated under vacuum to give the title compound as a yellow solid (100%); δH [2H6]-DMSO 8.30,(2H, d), 8.22,(2H, t), 8.10,(2H, d), 7.53,(2H, d), 6.88,(2H, d), 6.78,(2H, t). Reactants: C(Cl)Cl (methylene chloride), C(Br)(Br)Br (bromoform), O1C(CCCC1)OCC1=C(C(=CC=C1)C=C)C (2-methyl-3-vinylbenzyl tetrahydro-2-pyranyl ether), Dihalocarbene, ice, [OH-].[Na+] (NaOH). Reagents/catalysts: [Cl-].C(C1=CC=CC=C1)[N+](CC)(CC)CC (benzyltriethyl-ammonium chloride). Run in C(C)O (ethanol), O (water). Reaction conditions: time 8 hour. The product is O1C(CCCC1)OCC1=C(C(=CC=C1)C1C(C1)(Br)Br)C (3-(2',2'-dibromocyclopropyl)2-methylbenzyl tetrahydro-2-pyranyl ether). Isolated yield 53.6%. RXN SMILES: C(Cl)Cl.[CH:4]([Br:7])(Br)[Br:5].[O:8]1[CH2:13][CH2:12][CH2:11][CH2:10][CH:9]1[O:14][CH2:15][C:16]1[CH:21]=[CH:20][CH:19]=[C:18]([CH:22]=[CH2:23])[C:17]=1[CH3:24].[OH-].[Na+]>[Cl-].C([N+](CC)(CC)CC)C1C=CC=CC=1.O.C(O)C>[O:8]1[CH2:13][CH2:12][CH2:11][CH2:10][CH:9]1[O:14][CH2:15][C:16]1[CH:21]=[CH:20][CH:19]=[C:18]([CH:22]2[CH2:23][C:4]2([Br:7])[Br:5])[C:17]=1[CH3:24] |f:3.4,5.6|. Reported procedure: Dihalocarbene addition: 10 ml of methylene chloride, 0.42 ml of ethanol, 0.14 g of benzyltriethyl-ammonium chloride and 20.9 g (0.083 mole) of bromoform are added to 9.9 g (0.042 mole) of 2-methyl-3-vinylbenzyl tetrahydro-2-pyranyl ether. After the addition of 13.28 g (0.166 mole) of ice-cold 50% strength NaOH, thorough stirring is carried out for 1 hour at room temperature and for 8 hours at 50° C. The reaction mixture is poured into 300 ml of water and is extracted three times with methylene c... The reactants are CC(C)(C)OC(=O)N1CC2CC1CN2Cc1ccccc1, CCO. The product is CC(C)(C)OC(=O)N1CC2CC1CN2. RXN SMILES: [CH2:1]([c:2]1[cH:3][cH:4][cH:5][cH:6][cH:7]1)[N:8]1[CH:9]2[CH2:10][N:11]([C:15](=[O:16])[O:17][C:18]([CH3:19])([CH3:20])[CH3:21])[CH:12]([CH2:13]1)[CH2:14]2.[CH3:22][CH2:23][OH:24]>>[NH:8]1[CH:9]2[CH2:10][N:11]([C:15](=[O:16])[O:17][C:18]([CH3:19])([CH3:20])[CH3:21])[CH:12]([CH2:13]1)[CH2:14]2. Yields the product COCOC(C)c1ccc(C)nc1. Reaction SMILES: [CH3:13][O:14][CH2:15][Cl:16].[CH3:18][N:19]([CH3:20])[CH:21]=[O:22].[H-:1].[Na+:2].[OH2:17].[OH:3][CH:4]([CH3:5])[c:6]1[cH:7][cH:8][c:9]([CH3:12])[n:10][cH:11]1>>[O:3]([CH:4]([CH3:5])[c:6]1[cH:7][cH:8][c:9]([CH3:12])[n:10][cH:11]1)[CH2:15][O:14][CH3:13]. The reactants are COCCl, CN(C)C=O, [H-], [Na+], O, Cc1ccc(C(C)O)cn1. Reactants: CC(=O)O, CO, Cc1ccc([N+](=O)[O-])cc1Nc1cc(Nc2ccc(F)c(Cl)c2)ncn1, [Fe]. The product is Cc1ccc(N)cc1Nc1cc(Nc2ccc(F)c(Cl)c2)ncn1. As a reaction SMILES: [C:27]([OH:28])(=[O:29])[CH3:30].[CH3:31][OH:32].[Cl:1][c:2]1[cH:3][c:4]([NH:9][c:10]2[n:11][cH:12][n:13][c:14]([NH:16][c:17]3[c:18]([CH3:26])[cH:19][cH:20][c:21]([N+:23]([O-:24])=[O:25])[cH:22]3)[cH:15]2)[cH:5][cH:6][c:7]1[F:8].[Fe:33]>>[Cl:1][c:2]1[cH:3][c:4]([NH:9][c:10]2[n:11][cH:12][n:13][c:14]([NH:16][c:17]3[c:18]([CH3:26])[cH:19][cH:20][c:21]([NH2:23])[cH:22]3)[cH:15]2)[cH:5][cH:6][c:7]1[F:8]. The reactants are FC(OC1=CC=C(C=C1)C=1C(=NNC1N)N)(F)F (4-(4-(trifluoromethoxy)phenyl)-1H-pyrazole-3,5-diamine), CN(C=CC=O)C (3-(dimethylamino)acrylaldehyde). Reagents/catalysts: C(C)(=O)O (acetic acid). The solvent is C(C)O (ethanol). Yields the product FC(OC1=CC=C(C=C1)C=1C(=NN2C1N=CC=C2)N)(F)F (3-(4-(trifluoromethoxy)phenyl)pyrazolo[1,5-a]pyrimidin-2-amine). The yield is 107.5%. RXN SMILES: [F:1][C:2]([F:18])([F:17])[O:3][C:4]1[CH:9]=[CH:8][C:7]([C:10]2[C:11]([NH2:16])=[N:12][NH:13][C:14]=2[NH2:15])=[CH:6][CH:5]=1.CN(C)[CH:21]=[CH:22][CH:23]=O>C(O)C.C(O)(=O)C>[F:18][C:2]([F:1])([F:17])[O:3][C:4]1[CH:9]=[CH:8][C:7]([C:10]2[C:14]([NH2:15])=[N:13][N:12]3[CH:23]=[CH:22][CH:21]=[N:16][C:11]=23)=[CH:6][CH:5]=1. Procedure: In a microwave vessel containing the product from Example 1B (0.4 g, 1.549 mmol) and 3-(dimethylamino)acrylaldehyde (0.155 g, 1.549 mmol) in ethanol (5 mL) was added two drops of acetic acid. The mixture was irradiated with microwave at 140° C. for 15 minutes and concentrated. The resulting solid was purified by flash chromatography on silica gel, eluting with EtOAc/Hexanes (40-70% gradient), to yield the title compound (0.49 g, 59%). MS ESI+ m/z 295.5 [M+H]+. The reactants are CC(=O)OC(C)=O, Clc1cn2ccsc2n1, O=S(=O)(O)O. Product: CC(=O)c1c(Cl)nc2sccn12. RXN SMILES: [CH3:15][C:16](=[O:17])[O:18][C:19](=[O:20])[CH3:21].[Cl:1][c:2]1[n:3][c:4]2[s:5][cH:6][cH:7][n:8]2[cH:9]1.[S:10](=[O:11])(=[O:12])([OH:13])[OH:14]>>[Cl:1][c:2]1[n:3][c:4]2[s:5][cH:6][cH:7][n:8]2[c:9]1[C:16]([CH3:15])=[O:17].